This data is from the Open Reaction Database (ORD), a public repository of structured organic reaction records. The task is: describe an organic reaction: reactants, conditions, products, and yield Starting materials: CCCCO, Clc1cc(Cl)ncn1, Nc1cccc(N)n1. Product: Nc1cccc(Nc2cc(Cl)ncn2)n1. As a reaction SMILES: [CH2:17]([OH:18])[CH2:19][CH2:20][CH3:21].[Cl:9][c:10]1[n:11][cH:12][n:13][c:14]([Cl:16])[cH:15]1.[NH2:1][c:2]1[n:3][c:4]([NH2:8])[cH:5][cH:6][cH:7]1>>[NH:1]([c:2]1[n:3][c:4]([NH2:8])[cH:5][cH:6][cH:7]1)[c:14]1[n:13][cH:12][n:11][c:10]([Cl:9])[cH:15]1. Reactants: C(C)C=1C(=C2C=CN(C2=C(C1)C)S(=O)(=O)C1=CC=C(C)C=C1)C(C(F)(F)F)(O)C1=NC2=C(N1COCC[Si](C)(C)C)C=CC(=C2)C#N ((±)-2-(1-(5-ethyl-7-methyl-1-tosyl-1H-indol-4-yl)-2,2,2-trifluoro-1-hydroxyethyl)-1-((2-(trimethylsilyl)ethoxy)methyl)-1H-benzo[d]imidazole-5-carbonitrile), C(C)C=1C(=C2C=CN(C2=C(C1)C)S(=O)(=O)C1=CC=C(C)C=C1)C(C(F)(F)F)(O)C1=NC2=C(N1COCC[Si](C)(C)C)C=C(C=C2)C#N ((±)-2-(1-(5-ethyl-7-methyl-1-tosyl-1H-indol-4-yl)-2,2,2-trifluoro-1-hydroxyethyl)-1-((2-(trimethylsilyl)ethoxy)methyl)-1H-benzo[d]imidazole-6-carbonitrile), CN (methylamine). Run in CO (MeOH), C(C)O (ethanol). Product: C(C)C=1C(=C2C=CN(C2=C(C1)C)S(=O)(=O)C1=CC=C(C)C=C1)C(C(F)(F)F)(NC)C1=NC2=C(N1)C=CC(=C2)C#N ((±)-2-(1-(5-Ethyl-7-methyl-1-tosyl-1H-indol-4-yl)-2,2,2-trifluoro-1-(methylamino)ethyl)-1H-benzo[d]imidazole-5-carbonitrile). As a reaction SMILES: [CH2:1]([C:3]1[C:4]([C:23]([C:29]2[N:33](COCC[Si](C)(C)C)[C:32]3[CH:42]=[CH:43][C:44]([C:46]#[N:47])=[CH:45][C:31]=3[N:30]=2)(O)[C:24]([F:27])([F:26])[F:25])=[C:5]2[C:9](=[C:10]([CH3:12])[CH:11]=1)[N:8]([S:13]([C:16]1[CH:22]=[CH:21][C:19]([CH3:20])=[CH:18][CH:17]=1)(=[O:15])=[O:14])[CH:7]=[CH:6]2)[CH3:2].C(C1C(C(C2N(COCC[Si](C)(C)C)C3C=C(C#N)C=CC=3N=2)(O)C(F)(F)F)=C2C(=C(C)C=1)[N:55](S(C1C=CC(C)=CC=1)(=O)=O)[CH:54]=C2)C.CN>CO.C(O)C>[CH2:1]([C:3]1[C:4]([C:23]([C:29]2[NH:33][C:32]3[CH:42]=[CH:43][C:44]([C:46]#[N:47])=[CH:45][C:31]=3[N:30]=2)([NH:55][CH3:54])[C:24]([F:25])([F:27])[F:26])=[C:5]2[C:9](=[C:10]([CH3:12])[CH:11]=1)[N:8]([S:13]([C:16]1[CH:17]=[CH:18][C:19]([CH3:20])=[CH:21][CH:22]=1)(=[O:14])=[O:15])[CH:7]=[CH:6]2)[CH3:2]. Reported procedure: The title compound was synthesized from a mixture of (±)-2-(1-(5-ethyl-7-methyl-1-tosyl-1H-indol-4-yl)-2,2,2-trifluoro-1-hydroxyethyl)-1-((2-(trimethylsilyl)ethoxy)methyl)-1H-benzo[d]imidazole-5-carbonitrile and (±)-2-(1-(5-ethyl-7-methyl-1-tosyl-1H-indol-4-yl)-2,2,2-trifluoro-1-hydroxyethyl)-1-((2-(trimethylsilyl)ethoxy)methyl)-1H-benzo[d]imidazole-6-carbonitrile as described in Example 105-A, methylamine in MeOH was used instead of ammonia in ethanol. MS (ESI+) m/z 566.79 (M+H). Reactants: C(C)(C)(C)OC(C1=C(C(=CC=C1)CC(B1OC2(C3C(C(CC2O1)C3)(C)C)C)NC(C3=CC=C(C=C3)C=3NC=CN3)=O)OC)=O (3-[2-[4-(1H-Imidazol-2-yl)-benzoylamino]-2-(2,9,9-trimethyl-3,5-dioxa-4-bora-tricyclo[6.1.1.02,6]dec-4-yl)-ethyl]-2-methoxy-benzoic acid tert-butyl ester), B(Cl)(Cl)Cl (BCl3). The product is OB1OC2=C(C[C@@H]1NC(C1=CC=C(C=C1)C=1NC=CN1)=O)C=CC=C2C(=O)O ((R)-2-Hydroxy-3-[4-(1H-imidazol-2-yl)-benzoylamino]-3,4-dihydro-2H-benzo[e][1,2]oxaborinine-8-carboxylic acid). As a reaction SMILES: C([O:5][C:6](=[O:44])[C:7]1[CH:12]=[CH:11][CH:10]=[C:9]([CH2:13][CH:14]([NH:28][C:29](=[O:41])[C:30]2[CH:35]=[CH:34][C:33]([C:36]3[NH:37][CH:38]=[CH:39][N:40]=3)=[CH:32][CH:31]=2)[B:15]2[O:23]C3C(C)(C4CC(C3)C4(C)C)[O:16]2)[C:8]=1OC)(C)(C)C.B(Cl)(Cl)Cl>>[OH:23][B:15]1[C@@H:14]([NH:28][C:29](=[O:41])[C:30]2[CH:35]=[CH:34][C:33]([C:36]3[NH:37][CH:38]=[CH:39][N:40]=3)=[CH:32][CH:31]=2)[CH2:13][C:9]2[CH:10]=[CH:11][CH:12]=[C:7]([C:6]([OH:5])=[O:44])[C:8]=2[O:16]1. Procedure: Prepared from 3-[2-[4-(1H-Imidazol-2-yl)-benzoylamino]-2-(2,9,9-trimethyl-3,5-dioxa-4-bora-tricyclo[6.1.1.02,6]dec-4-yl)-ethyl]-2-methoxy-benzoic acid tert-butyl ester and BCl3 following the procedure described in Step 2 of Example 1. The crude product was purified by reverse phase preparative HPLC and dried using lyophilization. ESI-MS m/z 378 (MH)+. The reactants are O=C([O-])[O-], CCOc1ccc(B(O)O)cc1C(F)(F)F, C1CCOC1, CCOCC, [K+], [K+], N#Cc1nc(Cl)cc(N)c1[N+](=O)[O-]. Yields the product CCOc1ccc(-c2cc(N)c([N+](=O)[O-])c(C#N)n2)cc1C(F)(F)F. Reaction SMILES: [C:30](=[O:31])([O-:32])[O-:33].[CH2:14]([CH3:15])[O:16][c:17]1[c:18]([C:26]([F:27])([F:28])[F:29])[cH:19][c:20]([B:23]([OH:24])[OH:25])[cH:21][cH:22]1.[CH2:36]1[O:37][CH2:38][CH2:39][CH2:40]1.[CH2:41]([O:42][CH2:43][CH3:44])[CH3:45].[K+:34].[K+:35].[NH2:1][c:2]1[c:3]([N+:11](=[O:12])[O-:13])[c:4]([C:9]#[N:10])[n:5][c:6]([Cl:8])[cH:7]1>>[NH2:1][c:2]1[c:3]([N+:11](=[O:12])[O-:13])[c:4]([C:9]#[N:10])[n:5][c:6](-[c:20]2[cH:19][c:18]([C:26]([F:27])([F:28])[F:29])[c:17]([O:16][CH2:14][CH3:15])[cH:22][cH:21]2)[cH:7]1. Starting materials: BrC=1C(=NC(=NC1)C1=CC=CC=C1)C(=O)O (5-bromo-2-phenyl-4-pyrimidinecarboxylic acid), C(C)(C)N(C(C)C)CC (N,N-diisopropylethylamine). The reagents and catalysts are [Pd] (palladium-on-carbon). Run in C(C)O (ethanol). The product is C1(=CC=CC=C1)C1=NC=CC(=N1)C(=O)O (2-phenyl-4-pyrimidinecarboxylic acid). Isolated yield 83.6%. As a reaction SMILES: Br[C:2]1[C:3]([C:14]([OH:16])=[O:15])=[N:4][C:5]([C:8]2[CH:13]=[CH:12][CH:11]=[CH:10][CH:9]=2)=[N:6][CH:7]=1.C(N(CC)C(C)C)(C)C>C(O)C.[Pd]>[C:8]1([C:5]2[N:4]=[C:3]([C:14]([OH:16])=[O:15])[CH:2]=[CH:7][N:6]=2)[CH:9]=[CH:10][CH:11]=[CH:12][CH:13]=1. Procedure: A solution of 500 mg 5-bromo-2-phenyl-4-pyrimidinecarboxylic acid and 1 mL N,N-diisopropylethylamine in 5 mL of ethanol was hydrogenated at 40 psi of H2 for 16 hr using 200 mg of 10% palladium-on-carbon as catalyst. The catalyst was filtered off and the ethanol removed by evaporation under reduced pressure. The residue was dissolved in water, acidified with 3N hydrochloric acid and the precipitate was collected by filtration. This material was air dried to yield 300 mg of 2-phenyl-4-pyrimidineca...